From a dataset of the Open Reaction Database (ORD), a public repository of structured organic reaction records. describe an organic reaction: reactants, conditions, products, and yield The reactants are CC(c1ccc(Br)cc1)N1CCC(CC(C)(C)O)(c2ccccc2)OC1=O, Cc1cc(Br)cc(C)[n+]1[O-]. Product: Cc1cc(-c2ccc(C(C)N3CCC(CC(C)(C)O)(c4ccccc4)OC3=O)cc2)cc(C)[n+]1[O-]. RXN SMILES: [Br:1][c:2]1[cH:3][cH:4][c:5]([CH:8]([CH3:9])[N:10]2[C:11](=[O:27])[O:12][C:13]([c:16]3[cH:17][cH:18][cH:19][cH:20][cH:21]3)([CH2:22][C:23]([CH3:24])([CH3:25])[OH:26])[CH2:14][CH2:15]2)[cH:6][cH:7]1.[Br:28][c:29]1[cH:30][c:31]([CH3:37])[n+:32]([O-:36])[c:33]([CH3:35])[cH:34]1>>[c:2]1(-[c:29]2[cH:30][c:31]([CH3:37])[n+:32]([O-:36])[c:33]([CH3:35])[cH:34]2)[cH:3][cH:4][c:5]([CH:8]([CH3:9])[N:10]2[C:11](=[O:27])[O:12][C:13]([c:16]3[cH:17][cH:18][cH:19][cH:20][cH:21]3)([CH2:22][C:23]([CH3:24])([CH3:25])[OH:26])[CH2:14][CH2:15]2)[cH:6][cH:7]1. The reactants are C(C)(C)(C)S(=O)(=O)C1=C(CN(C(OC(C)(C)C)=O)C)C=C(C=C1)[N+](=O)[O-] (tert-Butyl 2-(tert-butylsulfonyl)-5-nitrobenzyl(methyl)carbamate). Reagents/catalysts: [Pd] (Pd/C). Solvent: CO (MeOH). Reaction conditions: time 8 hour. Product: NC=1C=CC(=C(CN(C(OC(C)(C)C)=O)C)C1)S(=O)(=O)C(C)(C)C (tert-Butyl 5-amino-2-(tert-butylsulfonyl)benzyl(methyl)carbamate). The yield is 69.4%. Reaction SMILES: [C:1]([S:5]([C:8]1[CH:23]=[CH:22][C:21]([N+:24]([O-])=O)=[CH:20][C:9]=1[CH2:10][N:11]([CH3:19])[C:12](=[O:18])[O:13][C:14]([CH3:17])([CH3:16])[CH3:15])(=[O:7])=[O:6])([CH3:4])([CH3:3])[CH3:2]>CO.[Pd]>[NH2:24][C:21]1[CH:22]=[CH:23][C:8]([S:5]([C:1]([CH3:4])([CH3:3])[CH3:2])(=[O:7])=[O:6])=[C:9]([CH:20]=1)[CH2:10][N:11]([CH3:19])[C:12](=[O:18])[O:13][C:14]([CH3:15])([CH3:16])[CH3:17]. Procedure: A mixture of 22A (2.5 g, 6.47 mmol) and Pd/C (0.25 g, 0.235 mmol) in MeOH (30 mL) were stirred under H2 (50 psi) overnight. The reaction was filtered and concentrated. The crude product was purified by flash chromatography (0% to 100% ethyl acetate in hexane) to yield 22B (1.6 g, 4.49 mmol, 69.4% yield) as a white solid. MS (ESI) m/z: 357.5 (M+H)+. 1H NMR (400 MHz, DMSO-d6) δ ppm 7.41 (1H, d, J=8.79 Hz), 6.53 (1H, d, J=8.79 Hz), 6.38 (1H, br. s.), 6.26 (2H, d, J=12.74 Hz), 4.66 (2H, s), 2.80 (3H... Starting materials: C(C1=CC=CC=C1)(=O)[C@@H]1[C@]2(C)[C@@H](CC1)[C@@H]1CCC=3C=C(C=CC3[C@H]1CC2)C(=O)OC (Methyl 17β-benzoyl-estra-1,3,5(10)-triene-3-carboxylate), C1OC=2C=C(C=CC2O1)[Mg]Br (3,4-methylenedioxyphenylmagnesium bromide). Yields the product C1OC=2C=C(C(=O)[C@@H]3[C@]4(C)[C@@H](CC3)[C@@H]3CCC=5C=C(C=CC5[C@H]3CC4)C(=O)O)C=CC2O1 (17β-(3,4-Methylenedioxybenzoyl)-estra-1,3,5(10)-triene-3-carboxylic acid). As a reaction SMILES: [C:1]([C@H:9]1[CH2:14][CH2:13][C@H:12]2[C@H:15]3[C@H:24]([CH2:25][CH2:26][C@:10]12[CH3:11])[C:23]1[CH:22]=[CH:21][C:20]([C:27]([O:29]C)=[O:28])=[CH:19][C:18]=1[CH2:17][CH2:16]3)(=[O:8])[C:2]1[CH:7]=[CH:6][CH:5]=[CH:4][CH:3]=1.[CH2:31]1[O:39]C2C=CC([Mg]Br)=CC=2[O:32]1>>[CH2:31]1[O:39][C:5]2[CH:4]=[CH:3][C:2]([C:1]([C@H:9]3[CH2:14][CH2:13][C@H:12]4[C@H:15]5[C@H:24]([CH2:25][CH2:26][C@:10]34[CH3:11])[C:23]3[CH:22]=[CH:21][C:20]([C:27]([OH:29])=[O:28])=[CH:19][C:18]=3[CH2:17][CH2:16]5)=[O:8])=[CH:7][C:6]=2[O:32]1. Procedure details: The title compound was prepared by the method of Example 19 (iv) by replacing benzylmagnesium chloride with 3,4-methylenedioxyphenylmagnesium bromide. Starting materials: B, C1CCOC1, CSC, O=C(O)CC1OCc2cc(Cl)ccc21. Product: OCCC1OCc2cc(Cl)ccc21. RXN SMILES: [BH3:18].[CH2:19]1[O:20][CH2:21][CH2:22][CH2:23]1.[CH3:15][S:16][CH3:17].[Cl:1][c:2]1[cH:3][c:4]2[c:5]([cH:13][cH:14]1)[CH:6]([CH2:9][C:10](=[O:11])[OH:12])[O:7][CH2:8]2>>[Cl:1][c:2]1[cH:3][c:4]2[c:5]([cH:13][cH:14]1)[CH:6]([CH2:9][CH2:10][OH:11])[O:7][CH2:8]2. Reactants: O (water), C(C)O (ethanol), C12CN(CC2C1)C1=NC=C(C(=N1)NCC1=CC(=C(C=C1)OC)F)C(=O)OCC (ethyl 2-(3-azabicyclo[3.1.0]hexan-3-yl)-4-((3-fluoro-4-methoxybenzyl)amino)pyrimidine-5-carboxylate), [OH-].[Na+] (sodium hydroxide). Solvent: C1CCOC1 (THF). Conditions: time 5 hour. Yields the product C12CN(CC2C1)C1=NC=C(C(=N1)NCC1=CC(=C(C=C1)OC)F)C(=O)O (2-(3-azabicyclo[3.1.0]hexan-3-yl)-4-((3-fluoro-4-methoxybenzyl)amino)pyrimidine-5-carboxylic acid). The yield is 41.5%. RXN SMILES: O.C(O)C.[CH:5]12[CH2:10][CH:9]1[CH2:8][N:7]([C:11]1[N:16]=[C:15]([NH:17][CH2:18][C:19]3[CH:24]=[CH:23][C:22]([O:25][CH3:26])=[C:21]([F:27])[CH:20]=3)[C:14]([C:28]([O:30]CC)=[O:29])=[CH:13][N:12]=1)[CH2:6]2.[OH-].[Na+]>C1COCC1>[CH:5]12[CH2:10][CH:9]1[CH2:8][N:7]([C:11]1[N:16]=[C:15]([NH:17][CH2:18][C:19]3[CH:24]=[CH:23][C:22]([O:25][CH3:26])=[C:21]([F:27])[CH:20]=3)[C:14]([C:28]([OH:30])=[O:29])=[CH:13][N:12]=1)[CH2:6]2 |f:3.4|. Procedure details: In the mixture of water (5 mL), ethanol (5 mL) and THF (15 mL) were dissolved ethyl 2-(3-azabicyclo[3.1.0]hexan-3-yl)-4-((3-fluoro-4-methoxybenzyl)amino)pyrimidine-5-carboxylate (1.5 g, 3.9 mmol) and sodium hydroxide (260 mg, 6.5 mmol). The reaction was conducted at ambient temperature for 5 h. The solvent was removed by evaporation, followed by addition of water and washing with DCM. The aqueous phase was adjusted to a pH of 2 with dilute hydrochloric acid, and extracted with DCM. The organic p... The reactants are FC=1C=C(C[C@@H]([C@@H](CNC2(CCCCC2)C2=CC(=CC=C2)C(C)C)O)NC(OC(C)(C)C)=O)C=C(C1)F (tert-butyl (1S,2R)-1-(3,5-difluorobenzyl)-2-hydroxy-3-{[1-(3-isopropylphenyl)cyclohexyl]amino}propylcarbamate), FC(C(=O)O)(F)F (trifluoroacetic acid), Cl (HCl). Solvent: CCOCC (ether), C(Cl)Cl (CH2Cl2). Conditions: time 1 hour. The product is Cl.Cl.N[C@H]([C@@H](CNC1(CCCCC1)C1=CC(=CC=C1)C(C)C)O)CC1=CC(=CC(=C1)F)F ((2R,3S)-3-amino-4-(3,5-difluorophenyl)-1-{[1-(3-isopropylphenyl)cyclohexyl]amino}butan-2-ol dihydrochloride). As a reaction SMILES: [F:1][C:2]1[CH:3]=[C:4]([CH:34]=[C:35]([F:37])[CH:36]=1)[CH2:5][C@H:6]([NH:26]C(=O)OC(C)(C)C)[C@H:7]([OH:25])[CH2:8][NH:9][C:10]1([C:16]2[CH:21]=[CH:20][CH:19]=[C:18]([CH:22]([CH3:24])[CH3:23])[CH:17]=2)[CH2:15][CH2:14][CH2:13][CH2:12][CH2:11]1.FC(F)(F)C(O)=O.[ClH:45]>C(Cl)Cl.CCOCC>[ClH:45].[ClH:45].[NH2:26][C@@H:6]([CH2:5][C:4]1[CH:34]=[C:35]([F:37])[CH:36]=[C:2]([F:1])[CH:3]=1)[C@H:7]([OH:25])[CH2:8][NH:9][C:10]1([C:16]2[CH:21]=[CH:20][CH:19]=[C:18]([CH:22]([CH3:24])[CH3:23])[CH:17]=2)[CH2:11][CH2:12][CH2:13][CH2:14][CH2:15]1 |f:5.6.7|. Procedure details: To 1.98 g (3.8 mmol) of compound 5 in 15 mL of CH2Cl2 is added 6.5 mL of trifluoroacetic acid. The mixture is stirred under a nitrogen atmosphere for 1 h and then concentrated. The resulting residue is taken up in ethyl acetate and washed twice with 10% Na2CO3 and once with 1 N NaHCO3. The organic layer is dried over anhydrous Na2SO4, filtered, and concentrated to afford 1.6 g (quant.) of a pale yellow oil (free base of 6), which is generally carried on in the next step without characterization.... Starting materials: C(C)(=O)NC(C(=O)NCC1=CC=CC=C1)OCC (2-acetamido-N-benzyl-2-ethoxyacetamide), B(Br)(Br)Br (BBr3), C1(=CC=CC=C1)NN (phenylhydrazine). Yields the product C(C)(=O)NC(C(=O)NCC1=CC=CC=C1)NNC1=CC=CC=C1 (2-Acetamido-N-benzyl-2-(N2 -phenylhydrazino)acetamide). Reaction SMILES: [C:1]([NH:4][CH:5](OCC)[C:6]([NH:8][CH2:9][C:10]1[CH:15]=[CH:14][CH:13]=[CH:12][CH:11]=1)=[O:7])(=[O:3])[CH3:2].B(Br)(Br)Br.[C:23]1([NH:29][NH2:30])[CH:28]=[CH:27][CH:26]=[CH:25][CH:24]=1>>[C:1]([NH:4][CH:5]([NH:30][NH:29][C:23]1[CH:28]=[CH:27][CH:26]=[CH:25][CH:24]=1)[C:6]([NH:8][CH2:9][C:10]1[CH:11]=[CH:12][CH:13]=[CH:14][CH:15]=1)=[O:7])(=[O:3])[CH3:2]. Reported procedure: Using 2-acetamido-N-benzyl-2-ethoxyacetamide (2.00 g, 8.0 mmol), BBr3 (1M in CH2Cl2, 10.0 mL, 10.0 mmol), and phenylhydrazine (2.60 g, 24.0 mmol) gave a pale yellow oily residue which was purified by flash column chromatography on SiO2 gel (2% MeOH/CHCl3) to give the desired product. The product was recrystallized from chloroform/hexane as a light yellow solid. Reactants: BrC1=CC=C(C=C1)C(CNC(=O)[C@H]1N(CCC1)C(=O)OC(C)(C)C)=O ((S)-tert-butyl 2-(2-(4-bromophenyl)-2-oxoethylcarbamoyl)pyrrolidine-1-carboxylate), C1=CC=C(C=C1)P(C2=CC=CC=C2)C3=CC=CC=C3 (PPh3), C(C)(C)N(CC)C(C)C (diisopropylethylamine), ClC(C(Cl)(Cl)Cl)(Cl)Cl (hexachloroethane), C1=CC=C(C=C1)P(C2=CC=CC=C2)C3=CC=CC=C3 (PPh3), ClC(C(Cl)(Cl)Cl)(Cl)Cl (hexachloroethane). Run in CC#N (CH3CN), hexanes, C(C)(=O)OCC (ethyl acetate). Conditions: time 12 hour. Yields the product BrC1=CC=C(C=C1)C1=CN=C(O1)[C@H]1N(CCC1)C(=O)OC(C)(C)C ((S)-tert-butyl 2-(5-(4-bromophenyl)oxazol-2-yl)pyrrolidine-1-carboxylate). The yield is 63.3%. RXN SMILES: [Br:1][C:2]1[CH:7]=[CH:6][C:5]([C:8](=O)[CH2:9][NH:10][C:11]([C@@H:13]2[CH2:17][CH2:16][CH2:15][N:14]2[C:18]([O:20][C:21]([CH3:24])([CH3:23])[CH3:22])=[O:19])=[O:12])=[CH:4][CH:3]=1.C1C=CC(P(C2C=CC=CC=2)C2C=CC=CC=2)=CC=1.C(N(C(C)C)CC)(C)C.ClC(Cl)(Cl)C(Cl)(Cl)Cl>CC#N.C(OCC)(=O)C>[Br:1][C:2]1[CH:3]=[CH:4][C:5]([C:8]2[O:12][C:11]([C@@H:13]3[CH2:17][CH2:16][CH2:15][N:14]3[C:18]([O:20][C:21]([CH3:24])([CH3:22])[CH3:23])=[O:19])=[N:10][CH:9]=2)=[CH:6][CH:7]=1. Procedure: To a solution of the product of Step 1 (1.00 g, 2.43 mmol), PPh3 (1.00 g, 3.71 mmol) and diisopropylethylamine (1.3 mL, 7.28 mmol) in CH3CN (30 mL) was added hexachloroethane (0.812 g, 3.43 mmol) as a solid, portion-wise. The mixture was allowed to stir for 12 hours. TLC (3:1 hexanes:ethyl acetate) indicated the presence of starting material. Therefore, additional PPh3 (0.65 g, 2.43 mmol) and hexachloroethane (0.575 g, 2.43 mmol) were added and stirring continued for 4 hours. The solvent was rem... Starting materials: CC(=O)OC1CC2CCC3C(CCC4(C)C3CC(N3CCCCC3)C4OC(C)=O)C2(C)CC1N1CCOCC1, CO, ClC(Cl)Cl. Product: CC(=O)OC1CC2CCC3C(CCC4(C)C(O)C(N5CCCCC5)CC34)C2(C)CC1N1CCOCC1. Reaction SMILES: [C:1]([CH3:2])(=[O:3])[O:4][CH:5]1[CH2:6][CH:7]2[CH2:8][CH2:9][CH:10]3[CH:11]4[CH2:12][CH:13]([N:34]5[CH2:35][CH2:36][CH2:37][CH2:38][CH2:39]5)[CH:14]([O:30][C:31](=[O:32])[CH3:33])[C:15]4([CH3:16])[CH2:17][CH2:18][CH:19]3[C:20]2([CH3:29])[CH2:21][CH:22]1[N:23]1[CH2:24][CH2:25][O:26][CH2:27][CH2:28]1.[CH3:40][OH:41].[Cl:42][CH:43]([Cl:44])[Cl:45]>>[C:1]([CH3:2])(=[O:3])[O:4][CH:5]1[CH2:6][CH:7]2[CH2:8][CH2:9][CH:10]3[CH:11]4[CH2:12][CH:13]([N:34]5[CH2:35][CH2:36][CH2:37][CH2:38][CH2:39]5)[CH:14]([OH:30])[C:15]4([CH3:16])[CH2:17][CH2:18][CH:19]3[C:20]2([CH3:29])[CH2:21][CH:22]1[N:23]1[CH2:24][CH2:25][O:26][CH2:27][CH2:28]1.